From a dataset of the Open Reaction Database (ORD), a public repository of structured organic reaction records. describe an organic reaction: reactants, conditions, products, and yield Reactants: Cl.COC([C@H]1NC[C@@H](C1)OCC=C)=O (4(R)-Allyloxyproline methyl ester hydrochloride), N([C@@H](CC1=CC=C(C=C1)O)C(=O)N[C@@H](C(C)C)C(=O)O)C(=O)C (N-acetyl-Tyr-Val-OH), ON1N=NC2=C1C=CC=C2 (N-hydroxybenzotriazole), Cl.CN(CCCN=C=NCC)C (1-(3-Dimethylaminopropyl)-3-ethylcarbodiimide hydrochloride), C(C)(C)N(CC)C(C)C (Diisopropylethylamine). Solvent: C(C)(=O)OCC (ethyl acetate), ClCCl (dichloromethane), CN(C=O)C (dimethylformamide). Reaction conditions: temperature 0 celsius, time 2 hour. Yields the product COC([C@H]1N(C[C@@H](C1)OCC=C)C([C@@H](NC([C@@H](NC(C)=O)CC1=CC=C(C=C1)O)=O)C(C)C)=O)=O (N-Acetyl-tyrosinyl-valinyl-(4(R)-allyloxyproline) methyl ester). The yield is 33.5%. As a reaction SMILES: Cl.[CH3:2][O:3][C:4](=[O:14])[C@@H:5]1[CH2:9][C@@H:8]([O:10][CH2:11][CH:12]=[CH2:13])[CH2:7][NH:6]1.[NH:15]([C:35]([CH3:37])=[O:36])[C@H:16]([C:25]([NH:27][C@H:28]([C:32](O)=[O:33])[CH:29]([CH3:31])[CH3:30])=[O:26])[CH2:17][C:18]1[CH:23]=[CH:22][C:21]([OH:24])=[CH:20][CH:19]=1.C(N(C(C)C)CC)(C)C.ON1C2C=CC=CC=2N=N1.Cl.CN(C)CCCN=C=NCC>ClCCl.CN(C)C=O.C(OCC)(=O)C>[CH3:2][O:3][C:4](=[O:14])[C@@H:5]1[CH2:9][C@@H:8]([O:10][CH2:11][CH:12]=[CH2:13])[CH2:7][N:6]1[C:32](=[O:33])[C@H:28]([CH:29]([CH3:30])[CH3:31])[NH:27][C:25](=[O:26])[C@H:16]([CH2:17][C:18]1[CH:19]=[CH:20][C:21]([OH:24])=[CH:22][CH:23]=1)[NH:15][C:35](=[O:36])[CH3:37] |f:0.1,5.6|. Reported procedure: 4(R)-Allyloxyproline methyl ester hydrochloride (1.05 g, 4.75 mmol) and N-acetyl-Tyr-Val-OH (1.68 g, 5.21 mmol) were dissolved in 10 ml of a 1:1 mixture of dichloromethane and dimethylformamide and cooled to 0° C. Diisopropylethylamine (1 ml, 5.93 mmol) was added to the cooled mixture followed by the addition of N-hydroxybenzotriazole (0.769 g, 5.69 mmol) and 1-(3-Dimethylaminopropyl)-3-ethylcarbodiimide hydrochloride (1.18 g, 6.2 mmol). After stirring for 2 hours, the mixture was warmed to room...